This data is from the Open Reaction Database (ORD), a public repository of structured organic reaction records. The task is: describe an organic reaction: reactants, conditions, products, and yield Reactants: O=C(O)CC1OC(=O)c2ccccc21, C[Si](C)(C)[N-][Si](C)(C)C, COCCOC, [Li+], O=C1Cc2ccccc2N1. Yields the product O=C(O)CC1OC(=C2C(=O)Nc3ccccc32)c2ccccc21. Reaction SMILES: [C:21]1(=[O:22])[O:23][CH:24]([CH2:31][C:32](=[O:33])[OH:34])[c:25]2[cH:26][cH:27][cH:28][cH:29][c:30]21.[CH3:12][Si:13]([N-:14][Si:15]([CH3:16])([CH3:17])[CH3:18])([CH3:19])[CH3:20].[CH3:35][O:36][CH2:37][CH2:38][O:39][CH3:40].[Li+:11].[NH:1]1[C:2](=[O:10])[CH2:3][c:4]2[cH:5][cH:6][cH:7][cH:8][c:9]21>>[NH:1]1[C:2](=[O:10])[C:3](=[C:21]2[O:23][CH:24]([CH2:31][C:32](=[O:33])[OH:34])[c:25]3[cH:26][cH:27][cH:28][cH:29][c:30]32)[c:4]2[cH:5][cH:6][cH:7][cH:8][c:9]21. Starting materials: ClC1=CC(=C(C=C1)C1=CC=NC=C1C=O)F (4-(4-chloro-2-fluorophenyl)nicotinaldehyde), C(=C)[Mg]Br (vinylmagnesium bromide). Run in C1CCOC1 (THF). Run at time 45 minute. The product is ClC1=CC(=C(C=C1)C1=C(C=NC=C1)C(C=C)O)F (1-(4-(4-chloro-2-fluorophenyl)pyridin-3-yl)prop-2-en-1-ol). RXN SMILES: [Cl:1][C:2]1[CH:7]=[CH:6][C:5]([C:8]2[C:13]([CH:14]=[O:15])=[CH:12][N:11]=[CH:10][CH:9]=2)=[C:4]([F:16])[CH:3]=1.[CH:17]([Mg]Br)=[CH2:18]>C1COCC1>[Cl:1][C:2]1[CH:7]=[CH:6][C:5]([C:8]2[CH:9]=[CH:10][N:11]=[CH:12][C:13]=2[CH:14]([OH:15])[CH:17]=[CH2:18])=[C:4]([F:16])[CH:3]=1. Procedure: To a stirred solution of 4-(4-chloro-2-fluorophenyl)nicotinaldehyde (0.5 g, 2.122 mmol) (prepared as in Example 5, Part B) in THF (25 mL) at −70° C. was added vinylmagnesium bromide (1.0 M in THF) (6.37 mL, 6.64 mmol) dropwise and the solution was stirred at this temperature for 45 min. The reaction was quenched with saturated aqueous ammonium chloride solution (20 mL) and extracted with ethyl acetate (2×15 mL). The combined organic extracts were washed with brine (1×15 mL), dried over sodium su...